The task is: describe an organic reaction: reactants, conditions, products, and yield. This data is from the Open Reaction Database (ORD), a public repository of structured organic reaction records. Product: C(C)(C)(C)OC(COC1=C(C=C(C=C1)Cl)C#CC1=CC2=C(C(C(S2(=O)=O)(C)C)O)C=C1)=O (tert-butyl{4-chloro-2-[(3-hydroxy-2,2-dimethyl-1,1-dioxido-2,3-dihydro-1-benzothien-6-yl)ethynyl]phenoxy}acetate). The reactants are FC1=C(C=C(C=C1)S(=O)(=O)CCC)C#C[Si](C)(C)C ({[2-Fluoro-5-(propylsulfonyl)phenyl]ethynyl}trimethyl silane), BrC1=CC2=C(C(C(S2(=O)=O)(C)C)O)C=C1 (6-bromo-2,2-dimethyl-2,3-dihydro-1-benzothiophene-3-ol 1,1-dioxide), BrC1=CC2=C(C(C(S2(=O)=O)(C)C)O)C=C1 (6-bromo-2,2-dimethyl-2,3-dihydro-1-benzothiophene-3-ol 1,1-dioxide), C(C)(C)(C)OC(COC1=C(C=C(C=C1)Cl)C#C)=O (tert-butyl(4-chloro-2-ethynylphenoxy)acetate), C(C)(C)(C)OC(COC1=C(C=C(C=C1)Cl)C#C)=O (tert-butyl(4-chloro-2-ethynylphenoxy)acetate). Procedure details: Following the general method as outlined in Intermediate 107, starting from (4-chloro-2-ethynyl-phenoxy)-acetic acid tert-butyl ester (Intermediate 3) and 6-bromo-2,2-dimethyl-2,3-dihydro-1-benzothiophene-3-ol 1,1-dioxide (Intermediate 244), the title compound was obtained after purification by flash column chromatography (silica), eluting with cyclohexane containing increasing amounts of EtOAc. Reaction SMILES: FC1C=CC(S(CCC)(=O)=O)=CC=1C#C[Si](C)(C)C.[C:20]([O:24][C:25](=[O:37])[CH2:26][O:27][C:28]1[CH:33]=[CH:32][C:31]([Cl:34])=[CH:30][C:29]=1[C:35]#[CH:36])([CH3:23])([CH3:22])[CH3:21].Br[C:39]1[CH:52]=[CH:51][C:42]2[CH:43]([OH:50])[C:44]([CH3:49])([CH3:48])[S:45](=[O:47])(=[O:46])[C:41]=2[CH:40]=1>>[C:20]([O:24][C:25](=[O:37])[CH2:26][O:27][C:28]1[CH:33]=[CH:32][C:31]([Cl:34])=[CH:30][C:29]=1[C:35]#[C:36][C:39]1[CH:52]=[CH:51][C:42]2[CH:43]([OH:50])[C:44]([CH3:49])([CH3:48])[S:45](=[O:46])(=[O:47])[C:41]=2[CH:40]=1)([CH3:23])([CH3:22])[CH3:21]. The reactants are O (water), CC1(SC1)C (2,2-dimethyl-thiirane), C(CCC)NC#N (N-butyl-cyanamide), C([O-])([O-])=O.[K+].[K+] (potassium carbonate). The solvent is CC(CC)=O (2-butanone). Run at temperature 80 celsius. The product is C(CCC)N1C(SC(C1)(C)C)=N (3-butyl-5,5-dimethylthiazolidin-2-imine). The yield is 66.6%. RXN SMILES: [CH3:1][C:2]1([CH3:5])[CH2:4][S:3]1.[CH2:6]([NH:10][C:11]#[N:12])[CH2:7][CH2:8][CH3:9].C(=O)([O-])[O-].[K+].[K+].O>CC(=O)CC>[CH2:6]([N:10]1[CH2:4][C:2]([CH3:1])([CH3:5])[S:3][C:11]1=[NH:12])[CH2:7][CH2:8][CH3:9] |f:2.3.4|. Procedure: A mixture of 2,2-dimethyl-thiirane (TCI, 1.5 g, 17 mmol), N-butyl-cyanamide (1.7 g, 17 mmol) (prepared as described in Ross J. Med. Chem. 1979, 22; 412) and potassium carbonate (2.4 g, 17 mmol) in 2-butanone (15 mL) was heated to 80° C. overnight. The mixture was poured into water, and extracted twice with ethyl acetate. The combined organic extracts were dried over Na2SO4, filtered, concentrated under reduced pressure to afford 2.11 g of the title compound. Reaction SMILES: [C:1]([CH2:3][C:4]1([N:15]2[CH:19]=[C:18]([C:20]3[N:25]4[CH:26]=[CH:27][N:28]=[C:24]4[CH:23]=[C:22]([C:29]4[CH:30]=[N:31][C:32]([O:35][CH3:36])=[N:33][CH:34]=4)[N:21]=3)[CH:17]=[N:16]2)[CH2:7][N:6](C(OC(C)(C)C)=O)[CH2:5]1)#[N:2].Cl.O1CCOCC1.C(N(C(C)C)CC)(C)C.[CH:53]1([S:56](Cl)(=[O:58])=[O:57])[CH2:55][CH2:54]1>CO.ClCCl>[CH:53]1([S:56]([N:6]2[CH2:5][C:4]([CH2:3][C:1]#[N:2])([N:15]3[CH:19]=[C:18]([C:20]4[N:25]5[CH:26]=[CH:27][N:28]=[C:24]5[CH:23]=[C:22]([C:29]5[CH:30]=[N:31][C:32]([O:35][CH3:36])=[N:33][CH:34]=5)[N:21]=4)[CH:17]=[N:16]3)[CH2:7]2)(=[O:58])=[O:57])[CH2:55][CH2:54]1 |f:1.2|. Starting materials: C1(CC1)S(=O)(=O)Cl (cyclopropanesulfonyl chloride), C(#N)CC1(CN(C1)C(=O)OC(C)(C)C)N1N=CC(=C1)C1=NC(=CC=2N1C=CN2)C=2C=NC(=NC2)OC (tert-Butyl 3-(cyanomethyl)-3-(4-(7-(2-methoxypyrimidin-5-yl)imidazo[1,2-c]pyrimidin-5-yl)-1H-pyrazol-1-yl)azetidine-1-carboxylate), Cl.O1CCOCC1 (HCl dioxane), C(C)(C)N(CC)C(C)C (diisopropyl ethylamine). Reported procedure: tert-Butyl 3-(cyanomethyl)-3-(4-(7-(2-methoxypyrimidin-5-yl)imidazo[1,2-c]pyrimidin-5-yl)-1H-pyrazol-1-yl)azetidine-1-carboxylate (150 mg, 0.308 mmol) was dissolved in MeOH (5 ml) and a 4M HCl/dioxane solution (5 mL) was added. The resulting mixture was stirred for 20 minutes and then was concentrated to a solid. To the solid was added dichloromethane (15 mL) and diisopropyl ethylamine (787 μL, 4.52 mmol). After 10 minutes, the resulting mixture was cooled to −40° C. and cyclopropanesulfonyl chl... Run at temperature -40 celsius, time 20 minute. Yields the product C1(CC1)S(=O)(=O)N1CC(C1)(N1N=CC(=C1)C1=NC(=CC=2N1C=CN2)C=2C=NC(=NC2)OC)CC#N (2-(1-(cyclopropylsulfonyl)-3-(4-(7-(2-methoxypyrimidin-5-yl)imidazo[1,2-c]pyrimidin-5-yl)-1H-pyrazol-1-yl)azetidin-3-yl)acetonitrile). Isolated yield 46.8%. The solvent is CO (MeOH), ClCCl (dichloromethane).